describe an organic reaction: reactants, conditions, products, and yield From a dataset of the Open Reaction Database (ORD), a public repository of structured organic reaction records. Reactants: C(=O)(O)CC1=C(C=NC2=C(C=CC=C12)NC(C1=C(C=CC=C1Cl)Cl)=O)C=C (4-carboxymethyl-8-(2,6-dichlorobenzoylamino)-3-vinylquinoline), C(C(C)(C)C)(=O)Cl (pivaloyl chloride), NCC1=NC=CC=C1 (2-aminomethylpyridine). Run in C(C)N(CC)CC (triethylamine). Conditions: time 1 hour. Yields the product ClC1=C(C(=O)NC=2C=CC=C3C(=C(C=NC23)C=C)CC(NCC2=NC=CC=C2)=O)C(=CC=C1)Cl (8-(2,6-dichlorobenzoylamino)-4-[(pyridin-2-ylmethyl)carbamoylmethyl]-3-vinylquinoline). Yield: 14.8%. RXN SMILES: [C:1]([CH2:4][C:5]1[C:14]2[C:9](=[C:10]([NH:15][C:16](=[O:25])[C:17]3[C:22]([Cl:23])=[CH:21][CH:20]=[CH:19][C:18]=3[Cl:24])[CH:11]=[CH:12][CH:13]=2)[N:8]=[CH:7][C:6]=1[CH:26]=[CH2:27])(O)=[O:2].C(Cl)(=O)C(C)(C)C.[NH2:35][CH2:36][C:37]1[CH:42]=[CH:41][CH:40]=[CH:39][N:38]=1>C(N(CC)CC)C>[Cl:23][C:22]1[CH:21]=[CH:20][CH:19]=[C:18]([Cl:24])[C:17]=1[C:16]([NH:15][C:10]1[CH:11]=[CH:12][CH:13]=[C:14]2[C:9]=1[N:8]=[CH:7][C:6]([CH:26]=[CH2:27])=[C:5]2[CH2:4][C:1](=[O:2])[NH:35][CH2:36][C:37]1[CH:42]=[CH:41][CH:40]=[CH:39][N:38]=1)=[O:25]. Procedure details: To a solution of 4-carboxymethyl-8-(2,6-dichlorobenzoylamino)-3-vinylquinoline (190.1 mg) were added pivaloyl chloride (62.8 mg) and triethylamine (52.7 mg) at 0° C., and the mixture was stirred for 1 hour at the same temperature. To the mixture was added 2-aminomethylpyridine (154 mg) at 0° C., and the mixture was stirred for 30 minutes at the same temperature and for 1 hour at ambient temperature. The mixture was partitioned between dichloromethane and water. The organic layer was washed with ... The reactants are O=C(Cl)c1ccc2c(c1)OCO2, O=c1cc(O)c(Cl)c[nH]1, c1ccncc1. As a reaction SMILES: [C:1]([c:2]1[cH:3][c:4]2[c:8]([cH:9][cH:10]1)[O:7][CH2:6][O:5]2)(=[O:11])[Cl:12].[Cl:13][c:14]1[c:15]([OH:21])[cH:16][c:17](=[O:20])[nH:18][cH:19]1.[cH:22]1[cH:23][cH:24][n:25][cH:26][cH:27]1>>[C:1]([c:2]1[cH:3][c:4]2[c:8]([cH:9][cH:10]1)[O:7][CH2:6][O:5]2)(=[O:11])[O:21][c:15]1[c:14]([Cl:13])[cH:19][nH:18][c:17](=[O:20])[cH:16]1. The product is O=C(Oc1cc(=O)[nH]cc1Cl)c1ccc2c(c1)OCO2. The reactants are O=C([O-])O, CCOC(=O)CNC1CC1, ClCCl, O=C(Cl)c1ccc(OC(F)(F)F)cc1, [Na+]. Reaction SMILES: [C:28](=[O:29])([O-:30])[OH:31].[CH2:1]([CH3:2])[O:3][C:4]([CH2:5][NH:6][CH:7]1[CH2:8][CH2:9]1)=[O:10].[Cl:25][CH2:26][Cl:27].[F:11][C:12]([O:13][c:14]1[cH:15][cH:16][c:17]([C:18](=[O:19])[Cl:20])[cH:21][cH:22]1)([F:23])[F:24].[Na+:32]>>[CH2:1]([CH3:2])[O:3][C:4]([CH2:5][N:6]([CH:7]1[CH2:8][CH2:9]1)[C:18]([c:17]1[cH:16][cH:15][c:14]([O:13][C:12]([F:11])([F:23])[F:24])[cH:22][cH:21]1)=[O:19])=[O:10]. The product is CCOC(=O)CN(C(=O)c1ccc(OC(F)(F)F)cc1)C1CC1. The reactants are C(CCC)[Li] (n-butyl lithium), [Cl-].[NH4+] (ammonium chloride), BrC=1C=C(C(=C(C1)C)OC)C.CC=1C=C(C=O)C=C(C1OC)C (3,5-Dimethyl-4-methoxybenzaldehyde 5-Bromo-1,3-dimethyl-2-methoxybenzene), CN(C)C=O (DMF). Solvent: CCCCCC (hexane), C(C)(=O)OCC (ethyl acetate), C1CCOC1 (THF). Run at temperature -78 celsius, time 15 minute. Product: CC1=C2C=CC(=CC2=CC(=C1OC)C)C(C(C)C)(O)C=1N=CNC1 (1-[5,7-Dimethyl-6-methoxynaphthalen-2-yl]-1-(1H-imidazol-4-yl)-2-methyl-1-propanol). As a reaction SMILES: Br[C:2]1[CH:3]=[C:4]([CH3:11])[C:5]([O:9][CH3:10])=[C:6]([CH3:8])[CH:7]=1.[CH3:12][C:13]1[CH:14]=[C:15]([CH:18]=[C:19]([CH3:23])[C:20]=1[O:21]C)C=O.C([Li])C[CH2:26][CH3:27].C[N:30]([CH:32]=O)C.[Cl-].[NH4+:35]>C1COCC1.CCCCCC.C(OCC)(=O)C>[CH3:8][C:6]1[C:5]([O:9][CH3:10])=[C:4]([CH3:11])[CH:3]=[C:2]2[C:7]=1[CH:15]=[CH:18][C:19]([C:20]([C:26]1[N:35]=[CH:32][NH:30][CH:27]=1)([OH:21])[CH:13]([CH3:12])[CH3:14])=[CH:23]2 |f:0.1,4.5|. Procedure details: Production of 3,5-Dimethyl-4-methoxybenzaldehyde 5-Bromo-1,3-dimethyl-2-methoxybenzene (70.10 g) was dissolved in THF (700 ml). The solution was cooled to −78° C. To the reaction mixture was added dropwise n-butyl lithium in hexane (1.62 M, 250 ml), and the mixture was stirred for 15 min. To the mixture was added DMF (50 ml), and the temperature of the mixture was elevated to 0° C. To the reaction mixture was added an aqueous solution of ammonium chloride and ethyl acetate, and the mixture was e... The reactants are CC1(C)C(C(=O)OCc2cccc(Oc3ccccc3)c2)C1C(O)C(Cl)(Cl)C(F)(F)F, CC(=O)OC(C)=O, c1ccncc1. The product is CC(=O)OC(C1C(C(=O)OCc2cccc(Oc3ccccc3)c2)C1(C)C)C(Cl)(Cl)C(F)(F)F. RXN SMILES: [CH3:1][C:2]1([CH3:31])[CH:3]([C:14](=[O:15])[O:16][CH2:17][c:18]2[cH:19][c:20]([O:24][c:25]3[cH:26][cH:27][cH:28][cH:29][cH:30]3)[cH:21][cH:22][cH:23]2)[CH:4]1[CH:5]([C:6]([C:7]([F:8])([F:9])[F:10])([Cl:11])[Cl:12])[OH:13].[CH3:32][C:33](=[O:34])[O:35][C:36](=[O:37])[CH3:38].[cH:39]1[cH:40][cH:41][n:42][cH:43][cH:44]1>>[CH3:1][C:2]1([CH3:31])[CH:3]([C:14](=[O:15])[O:16][CH2:17][c:18]2[cH:19][c:20]([O:24][c:25]3[cH:26][cH:27][cH:28][cH:29][cH:30]3)[cH:21][cH:22][cH:23]2)[CH:4]1[CH:5]([C:6]([C:7]([F:8])([F:9])[F:10])([Cl:11])[Cl:12])[O:13][C:33]([CH3:32])=[O:34]. The reactants are C(C1=CC=CC=C1)Br (benzyl bromide), OCC(C#N)(C)C (3-hydroxy-2,2-dimethylpropanenitrile), [H-].[Na+] (sodium hydride). The solvent is CN(C)C=O (DMF), CN(C)C=O (DMF), CCCCCC (hexane), O (water). Run at temperature -10 celsius. Product: C(C1=CC=CC=C1)OCC(C#N)(C)C (3-benzyloxy-2,2-dimethylpropanenitrile). The yield is 95.0%. Reaction SMILES: [H-].[Na+].[OH:3][CH2:4][C:5]([CH3:9])([CH3:8])[C:6]#[N:7].[CH2:10](Br)[C:11]1[CH:16]=[CH:15][CH:14]=[CH:13][CH:12]=1>CCCCCC.CN(C=O)C.O>[CH2:10]([O:3][CH2:4][C:5]([CH3:9])([CH3:8])[C:6]#[N:7])[C:11]1[CH:16]=[CH:15][CH:14]=[CH:13][CH:12]=1 |f:0.1|. Procedure: A solution of 60% sodium hydride (367.1 mg, 15.3 mmol) was washed with hexane (3×2 mL) and suspended in DMF (2 mL). The suspension was cooled to -10° C. and then a mixture of 3-hydroxy-2,2-dimethylpropanenitrile (1.4 g, 13.9 mmol) and DMF (8 mL) was added. The mixture was cooled 2.5 hour with stirring stirred at -10° to -5° C. and then benzyl bromide (1.7 mL, 13.9 mmol) was added. The mixture was cooled 2 hours with stirring at -5° C., diluted with water (10 mL) and extracted with diethyl ether ... The reactants are CC(C)(C)OC(=O)C(C)(C)Sc1nc(CCOc2ccc(-c3ccc([N+](=O)[O-])cc3)cc2)cs1, ClCCl, O=C(O)C(F)(F)F. The product is CC(C)(Sc1nc(CCOc2ccc(-c3ccc([N+](=O)[O-])cc3)cc2)cs1)C(=O)O. RXN SMILES: [C:1]([CH3:2])([CH3:3])([CH3:4])[O:5][C:6]([C:7]([CH3:8])([S:9][c:10]1[s:11][cH:12][c:13]([CH2:15][CH2:16][O:17][c:18]2[cH:19][cH:20][c:21](-[c:24]3[cH:25][cH:26][c:27]([N+:30](=[O:31])[O-:32])[cH:28][cH:29]3)[cH:22][cH:23]2)[n:14]1)[CH3:33])=[O:34].[Cl:42][CH2:43][Cl:44].[OH:35][C:36]([C:37]([F:38])([F:39])[F:40])=[O:41]>>[O:5]=[C:6]([C:7]([CH3:8])([S:9][c:10]1[s:11][cH:12][c:13]([CH2:15][CH2:16][O:17][c:18]2[cH:19][cH:20][c:21](-[c:24]3[cH:25][cH:26][c:27]([N+:30](=[O:31])[O-:32])[cH:28][cH:29]3)[cH:22][cH:23]2)[n:14]1)[CH3:33])[OH:34]. Reactants: CC(=O)NC1=C2C(=NC=3CCN(CC13)C(=O)OC(C)(C)C)C=CC=C2 (10-Methylcarbonylamino-2-t-butoxycarbonyl-1,2,3,4-tetrahydro-benzo[b][1,6]-naphthyridine), Cl.O1CCOCC1 (hydrogen chloride dioxane). Procedure: 10-Methylcarbonylamino-2-t-butoxycarbonyl-1,2,3,4-tetrahydro-benzo[b][1,6]-naphthyridine (0.5 g, 1.47 mmol) was suspended in a mixture of dioxane (4.5 ml) and methanol (1 ml), followed by adding thereto 4N-hydrogen chloride/dioxane (7.35 ml) under ice-cooling, and the resulting mixture was stirred at room temperature for 1.5 hours. The reaction mixture was concentrated to obtain the desired compound (0.369 g, quant.). Reaction SMILES: [CH3:1][C:2]([NH:4][C:5]1[C:14]2[CH2:13][N:12](C(OC(C)(C)C)=O)[CH2:11][CH2:10][C:9]=2[N:8]=[C:7]2[CH:22]=[CH:23][CH:24]=[CH:25][C:6]=12)=[O:3].[ClH:26].O1CCOCC1>O1CCOCC1.CO>[ClH:26].[ClH:26].[C:2]([NH:4][C:5]1[C:14]2[CH2:13][NH:12][CH2:11][CH2:10][C:9]=2[N:8]=[C:7]2[CH:22]=[CH:23][CH:24]=[CH:25][C:6]=12)(=[O:3])[CH3:1] |f:1.2,5.6.7|. The solvent is O1CCOCC1 (dioxane), CO (methanol). Reaction conditions: time 1.5 hour. Yields the product Cl.Cl.C(C)(=O)NC1=C2C(=NC=3CCNCC13)C=CC=C2 (10-acetylamino-1,2,3,4-tetrahydro-benzo[b][1,6]-naphthyridine dihydrochloride). Reactants: CCc1nc(NC(CC)CC)c(CC)nc1Br, O=C([O-])[O-], COc1cc2c(cc1B(O)O)CCC2, COCCOC, [Na+], [Na+]. Yields the product CCc1nc(-c2cc3c(cc2OC)CCC3)c(CC)nc1NC(CC)CC. RXN SMILES: [Br:1][c:2]1[n:3][c:4]([CH2:16][CH3:17])[c:5]([NH:10][CH:11]([CH2:12][CH3:13])[CH2:14][CH3:15])[n:6][c:7]1[CH2:8][CH3:9].[C:32](=[O:33])([O-:34])[O-:35].[CH3:18][O:19][c:20]1[c:21]([B:29]([OH:30])[OH:31])[cH:22][c:23]2[c:27]([cH:28]1)[CH2:26][CH2:25][CH2:24]2.[CH3:38][O:39][CH2:40][CH2:41][O:42][CH3:43].[Na+:36].[Na+:37]>>[c:2]1(-[c:21]2[c:20]([O:19][CH3:18])[cH:28][c:27]3[c:23]([cH:22]2)[CH2:24][CH2:25][CH2:26]3)[n:3][c:4]([CH2:16][CH3:17])[c:5]([NH:10][CH:11]([CH2:12][CH3:13])[CH2:14][CH3:15])[n:6][c:7]1[CH2:8][CH3:9].